This data is from the Open Reaction Database (ORD), a public repository of structured organic reaction records. The task is: describe an organic reaction: reactants, conditions, products, and yield Starting materials: C(C)(C)(C)OC(NC1=CC=C(C=C1)CC(NC=1C(N(C(NC1N)=O)CC1=C(C=CC=C1)F)=O)=O)=O ((4-{[6-amino-3-(2-fluoro-benzyl)-2,4-dioxo-1,2,3,4-tetrahydro-pyrimidin-5-ylcarbamoyl]-methyl}-phenyl)-carbamic acid tert-butyl ester), C(C)(C)(C)OC(=O)N(C1=CC=C(C=C1)CC(=O)O)C ([4-(tert-butoxycarbonyl-methyl-amino)-phenyl]-acetic acid). Reported procedure: Prepared by the same procedure as described for the preparation of (4-{[6-amino-3-(2-fluoro-benzyl)-2,4-dioxo-1,2,3,4-tetrahydro-pyrimidin-5-ylcarbamoyl]-methyl}-phenyl)-carbamic acid tert-butyl ester (example 1, step 4) except that [4-(tert-butoxycarbonyl-methyl-amino)-phenyl]-acetic acid was used in place of (4-tert-butoxycarbonylamino-phenyl)-acetic acid. Crude (4-{[6-amino-3-(2-fluoro-benzyl)-2,4-dioxo-1,2,3,4-tetrahydro-pyrimidin-5-ylcarbamoyl]-methyl}-phenyl)-methyl-carbamic acid tert-buty... Yields the product C(C)(C)(C)OC(N(C)C1=CC=C(C=C1)CC(NC=1C(N(C(NC1N)=O)CC1=C(C=CC=C1)F)=O)=O)=O ((4-{[6-amino-3-(2-fluoro-benzyl)-2,4-dioxo-1,2,3,4-tetrahydro-pyrimidin-5-ylcarbamoyl]-methyl}-phenyl)-methyl-carbamic acid tert-butyl ester). Reaction SMILES: [C:1]([O:5][C:6](=[O:35])[NH:7][C:8]1[CH:13]=[CH:12][C:11]([CH2:14][C:15](=[O:34])[NH:16][C:17]2[C:18](=[O:33])[N:19]([CH2:25][C:26]3[CH:31]=[CH:30][CH:29]=[CH:28][C:27]=3[F:32])[C:20](=[O:24])[NH:21][C:22]=2[NH2:23])=[CH:10][CH:9]=1)([CH3:4])([CH3:3])[CH3:2].[C:36](OC(N(C)C1C=CC(CC(O)=O)=CC=1)=O)(C)(C)C>>[C:1]([O:5][C:6](=[O:35])[N:7]([C:8]1[CH:9]=[CH:10][C:11]([CH2:14][C:15](=[O:34])[NH:16][C:17]2[C:18](=[O:33])[N:19]([CH2:25][C:26]3[CH:31]=[CH:30][CH:29]=[CH:28][C:27]=3[F:32])[C:20](=[O:24])[NH:21][C:22]=2[NH2:23])=[CH:12][CH:13]=1)[CH3:36])([CH3:4])([CH3:2])[CH3:3].